From a dataset of the Open Reaction Database (ORD), a public repository of structured organic reaction records. describe an organic reaction: reactants, conditions, products, and yield The reactants are CC(C)(C)OC(=O)NCCO, C1CCOC1, CC(C)OC(=O)N=NC(=O)OC(C)C, Oc1ccon1, c1ccc(P(c2ccccc2)c2ccccc2)cc1. Product: CC(C)(C)OC(=O)NCCOc1ccon1. Reaction SMILES: [C:15]([CH3:16])([CH3:17])([CH3:18])[O:19][C:20](=[O:21])[NH:22][CH2:23][CH2:24][OH:25].[CH2:51]1[O:52][CH2:53][CH2:54][CH2:55]1.[O:1]=[C:2]([O:3][CH:4]([CH3:5])[CH3:6])[N:7]=[N:8][C:9]([O:10][CH:11]([CH3:12])[CH3:13])=[O:14].[OH:26][c:27]1[n:28][o:29][cH:30][cH:31]1.[c:32]1([P:33]([c:34]2[cH:35][cH:36][cH:37][cH:38][cH:39]2)[c:40]2[cH:41][cH:42][cH:43][cH:44][cH:45]2)[cH:46][cH:47][cH:48][cH:49][cH:50]1>>[C:15]([CH3:16])([CH3:17])([CH3:18])[O:19][C:20](=[O:21])[NH:22][CH2:23][CH2:24][O:25][c:27]1[n:28][o:29][cH:30][cH:31]1. Reactants: [OH-].[Na+] (NaOH), COC=1C=C(C=CC1)O (3-methoxyphenol), BrCC(=O)OCC (ethyl bromoacetate), C(=O)([O-])[O-].[K+].[K+] (K2CO3), Cl (HCl). The solvent is O.CCO (H2O EtOH), CC#N (MeCN). Conditions: temperature 80 celsius, time 4 hour. Product: COC=1C=C(OCC(=O)O)C=CC1 (2-(3-methoxyphenoxy)acetic acid). RXN SMILES: [CH3:1][O:2][C:3]1[CH:4]=[C:5]([OH:9])[CH:6]=[CH:7][CH:8]=1.Br[CH2:11][C:12]([O:14]CC)=[O:13].C([O-])([O-])=O.[K+].[K+].[OH-].[Na+].Cl>CC#N.O.CCO>[CH3:1][O:2][C:3]1[CH:4]=[C:5]([CH:6]=[CH:7][CH:8]=1)[O:9][CH2:11][C:12]([OH:14])=[O:13] |f:2.3.4,5.6,9.10|. Procedure details: To a stirred mixture of 3-methoxyphenol (200 mg, 1.61 mmol) in MeCN (5 mL) was added ethyl bromoacetate (402 mg, 2.42 mmol) and K2CO3 (672 mg, 4.83 mmol). The mixture was stirred at 80° C. for 4 hours, filtered and the filtrate concentrated. NaOH (129 mg, 3.22 mmol) and H2O/EtOH (1:1, 10 mL) was added to the mixture. The reaction mixture was stirred at 50° C. for 4 hours then acidified by 1M HCl and then extracted with ethyl acetate (2×30 mL). The combined organic extracts were washed with brine... The reactants are P(=O)(OCCC#N)(OCCC#N)OCC1=C(C=CC=C1C1NCCC2=C1SC1=C2CC(C1)(C)C)C1=CN(C(C(=C1)NC1=NC=NC=C1)=O)C (Bis(2-cyanoethyl) 2-(1-Methyl-6-oxo-5-(pyrimidin-4-ylamino)-1,6-dihydropyridin-3-yl)-6-(6,6-Dimethyl-3,4,6,7-tetrahydro-5H-cyclopenta[4,5]thieno-[2,3-c]pyridine-1(2H)-yl)benzyl Phosphate), C(C)#N (acetonitrile), bis trimethyl-silyl trifluoroacetamide. Run in C(C)N(CC)CC (Triethylamine). Reaction conditions: temperature 0 celsius, time 40 hour. The product is P(=O)(OCC1=C(C=CC=C1C1NCCC2=C1SC1=C2CC(C1)(C)C)C1=CN(C(C(=C1)NC1=NC=NC=C1)=O)C)([O-])[O-].[NH4+].[NH4+] (Di-ammonium 2-(1-Methyl-6-oxo-5-(pyrimidin-4-ylamino)-1,6-dihydro-pyridin-3-yl)-6-(6,6-Dimethyl-3,4,6,7-tetrahydro-5H-cyclopenta[4,5]thieno[2,3-c]pyridine-1(2H)-yl)benzyl Phosphate). Isolated yield 52.0%. RXN SMILES: [P:1]([O:13][CH2:14][C:15]1[C:20]([CH:21]2[C:26]3[S:27][C:28]4[CH2:32][C:31]([CH3:34])([CH3:33])[CH2:30][C:29]=4[C:25]=3[CH2:24][CH2:23][NH:22]2)=[CH:19][CH:18]=[CH:17][C:16]=1[C:35]1[CH:40]=[C:39]([NH:41][C:42]2[CH:47]=[CH:46][N:45]=[CH:44][N:43]=2)[C:38](=[O:48])[N:37]([CH3:49])[CH:36]=1)([O:8]CCC#N)([O:3]CCC#[N:7])=[O:2].C(#[N:52])C>C(N(CC)CC)C>[P:1]([O-:3])([O-:8])([O:13][CH2:14][C:15]1[C:20]([CH:21]2[C:26]3[S:27][C:28]4[CH2:32][C:31]([CH3:33])([CH3:34])[CH2:30][C:29]=4[C:25]=3[CH2:24][CH2:23][NH:22]2)=[CH:19][CH:18]=[CH:17][C:16]=1[C:35]1[CH:40]=[C:39]([NH:41][C:42]2[CH:47]=[CH:46][N:45]=[CH:44][N:43]=2)[C:38](=[O:48])[N:37]([CH3:49])[CH:36]=1)=[O:2].[NH4+:7].[NH4+:52] |f:3.4.5|. Procedure details: A 250-mL single-neck round-bottomed flask equipped with a magnetic stirrer and nitrogen inlet was charged with 216a (450 mg, 0.631 mmol) and acetonitrile (8 mL), and the mixture was cooled to 0° C. Triethylamine (4 mL) was added followed bis trimethyl-silyl trifluoroacetamide (4 mL), and the mixture was stirred at room temperature for 40 h. After this time, the mixture was concentrated under reduced pressure and the resulting residue was purified by flash column chromatography (silica, 40:20:40 ... The reactants are 34, N1=CC=CC2=CC(=CC=C12)CO (6-quinolinemethanol). The reagents and catalysts are [O-2].[Mn+4].[O-2] (manganese(IV)oxide). Solvent: ClC(Cl)Cl (trichloromethane). Conditions: time 24 hour. Yields the product 27.7, N1=CC=CC2=CC(=CC=C12)C=O (6-quinolinecarboxaldehyde). Isolated yield 82.7%. As a reaction SMILES: [N:1]1[C:10]2[C:5](=[CH:6][C:7]([CH2:11][OH:12])=[CH:8][CH:9]=2)[CH:4]=[CH:3][CH:2]=1>[O-2].[Mn+4].[O-2].ClC(Cl)Cl>[N:1]1[C:10]2[C:5](=[CH:6][C:7]([CH:11]=[O:12])=[CH:8][CH:9]=2)[CH:4]=[CH:3][CH:2]=1 |f:1.2.3|. Reported procedure: A mixture of 34 parts of 6-quinolinemethanol, 70 parts of manganese(IV)oxide and 300 parts of trichloromethane was stirred for 24 hours at room temperature. The reaction mixture was filtered over diatomaceous earth and the filtrate was evaporated, yielding 27.7 parts (82.7%) of 6-quinolinecarboxaldehyde; mp. 72° C. (interm. 16). Reactants: C[N+]1([O-])CCOCC1, CC#N, Cc1c(Cl)ccc(Cl)c1CBr. The product is Cc1c(Cl)ccc(Cl)c1C=O. RXN SMILES: [CH3:12][N+:13]1([O-:14])[CH2:15][CH2:16][O:17][CH2:18][CH2:19]1.[CH3:20][C:21]#[N:22].[Cl:1][c:2]1[c:3]([CH3:11])[c:4]([CH2:5][Br:6])[c:7]([Cl:10])[cH:8][cH:9]1>>[Cl:1][c:2]1[c:3]([CH3:11])[c:4]([CH:5]=[O:14])[c:7]([Cl:10])[cH:8][cH:9]1. Reactants: CCOC(=O)COc1ccc(Sc2cc(C#Cc3ccccc3)cc(OC3CCCC3)c2)cc1C, CCO, Cl, [Na+], [OH-]. As a reaction SMILES: [CH2:1]([CH3:2])[O:3][C:4]([CH2:5][O:6][c:7]1[c:8]([CH3:34])[cH:9][c:10]([S:13][c:14]2[cH:15][c:16]([O:28][CH:29]3[CH2:30][CH2:31][CH2:32][CH2:33]3)[cH:17][c:18]([C:20]#[C:21][c:22]3[cH:23][cH:24][cH:25][cH:26][cH:27]3)[cH:19]2)[cH:11][cH:12]1)=[O:35].[CH3:39][CH2:40][OH:41].[ClH:38].[Na+:37].[OH-:36]>>[O:3]=[C:4]([CH2:5][O:6][c:7]1[c:8]([CH3:34])[cH:9][c:10]([S:13][c:14]2[cH:15][c:16]([O:28][CH:29]3[CH2:30][CH2:31][CH2:32][CH2:33]3)[cH:17][c:18]([C:20]#[C:21][c:22]3[cH:23][cH:24][cH:25][cH:26][cH:27]3)[cH:19]2)[cH:11][cH:12]1)[OH:35]. Yields the product Cc1cc(Sc2cc(C#Cc3ccccc3)cc(OC3CCCC3)c2)ccc1OCC(=O)O. The reactants are CCCN1CCc2c(n(C(C)=O)c3ccccc23)C1, [K+], O=[N+]([O-])[O-], O=S(=O)(O)O. The product is CCCN1CCc2c(n(C(C)=O)c3cc([N+](=O)[O-])ccc23)C1. As a reaction SMILES: [CH2:1]([CH2:2][CH3:3])[N:4]1[CH2:5][c:6]2[n:7]([C:17]([CH3:18])=[O:19])[c:8]3[cH:9][cH:10][cH:11][cH:12][c:13]3[c:14]2[CH2:15][CH2:16]1.[K+:24].[N+:20](=[O:21])([O-:22])[O-:23].[S:25](=[O:26])(=[O:27])([OH:28])[OH:29]>>[CH2:1]([CH2:2][CH3:3])[N:4]1[CH2:5][c:6]2[n:7]([C:17]([CH3:18])=[O:19])[c:8]3[cH:9][c:10]([N+:20](=[O:21])[O-:22])[cH:11][cH:12][c:13]3[c:14]2[CH2:15][CH2:16]1. The reactants are C1(CCCC2=CC=CC=C12)C(=O)O (1,2,3,4-tetrahydronaphthalene-1-carboxylic acid), CN(C1=CC=C(C=C1)CNC=1C=NC(=CC1)OC)C ([(4-dimethylaminophenyl)methyl](6-methoxypyridin-3-yl)amine). The product is CN(C1=CC=C(C=C1)CN(C(=O)C1CCCC2=CC=CC=C12)C=1C=NC(=CC1)OC)C (N-[(4-dimethylaminophenyl)methyl]-N-(6-methoxypyridin-3-yl)-1,2,3,4-tetrahydronaphthalene-1-carboxamide). Isolated yield 68.2%. RXN SMILES: [CH:1]1([C:11]([OH:13])=O)[C:10]2[C:5](=[CH:6][CH:7]=[CH:8][CH:9]=2)[CH2:4][CH2:3][CH2:2]1.[CH3:14][N:15]([CH3:32])[C:16]1[CH:21]=[CH:20][C:19]([CH2:22][NH:23][C:24]2[CH:25]=[N:26][C:27]([O:30][CH3:31])=[CH:28][CH:29]=2)=[CH:18][CH:17]=1>>[CH3:14][N:15]([CH3:32])[C:16]1[CH:17]=[CH:18][C:19]([CH2:22][N:23]([C:24]2[CH:25]=[N:26][C:27]([O:30][CH3:31])=[CH:28][CH:29]=2)[C:11]([CH:1]2[C:10]3[C:5](=[CH:6][CH:7]=[CH:8][CH:9]=3)[CH2:4][CH2:3][CH2:2]2)=[O:13])=[CH:20][CH:21]=1. Procedure details: By the reaction and treatment in the same manner as in Example 12 using 1,2,3,4-tetrahydronaphthalene-1-carboxylic acid (0.70 g) and [(4-dimethylaminophenyl)methyl](6-methoxypyridin-3-yl)amine (0.49 g) as starting materials, N-[(4-dimethylaminophenyl)methyl]-N-(6-methoxypyridin-3-yl)-1,2,3,4-tetrahydronaphthalene-1-carboxamide (0.54 g) was obtained. Starting materials: B, C1CCOC1, C1CCOC1, Cc1ccc(C(=O)O)c(N)c1. Yields the product Cc1ccc(CO)c(N)c1. Reaction SMILES: [BH3:12].[CH2:13]1[O:14][CH2:15][CH2:16][CH2:17]1.[CH2:18]1[O:19][CH2:20][CH2:21][CH2:22]1.[NH2:1][c:2]1[c:3]([C:4](=[O:5])[OH:6])[cH:7][cH:8][c:9]([CH3:11])[cH:10]1>>[NH2:1][c:2]1[c:3]([CH2:4][OH:5])[cH:7][cH:8][c:9]([CH3:11])[cH:10]1.